This data is from the Open Reaction Database (ORD), a public repository of structured organic reaction records. The task is: describe an organic reaction: reactants, conditions, products, and yield Reactants: C(C)OCC (diethyl ether), ClC=1C=C(CNC(NC=2SC=C(N2)COCCNC(OC(C)(C)C)=O)=O)C=CC1Cl (tert-butyl 2-((2-(3-(3,4-dichlorobenzyl)ureido)thiazol-4-yl)methoxy)-ethylcarbamate), Cl (HCl). Solvent: O1CCOCC1 (1,4-dioxane), O1CCOCC1 (1,4-dioxane). Run at time 8 hour. The product is Cl.ClC=1C=C(CNC(=O)NC=2SC=C(N2)COCCN)C=CC1Cl (1-(3,4-dichlorobenzyl)-3-(4-((2-aminoethoxy)methyl)thiazol-2-yl)urea hydrochloride). Reaction SMILES: [Cl:1][C:2]1[CH:3]=[C:4]([CH:27]=[CH:28][C:29]=1[Cl:30])[CH2:5][NH:6][C:7](=[O:26])[NH:8][C:9]1[S:10][CH:11]=[C:12]([CH2:14][O:15][CH2:16][CH2:17][NH:18]C(=O)OC(C)(C)C)[N:13]=1.Cl.C(OCC)C>O1CCOCC1>[ClH:1].[Cl:1][C:2]1[CH:3]=[C:4]([CH:27]=[CH:28][C:29]=1[Cl:30])[CH2:5][NH:6][C:7]([NH:8][C:9]1[S:10][CH:11]=[C:12]([CH2:14][O:15][CH2:16][CH2:17][NH2:18])[N:13]=1)=[O:26] |f:4.5|. Procedure details: A solution of tert-butyl 2-((2-(3-(3,4-dichlorobenzyl)ureido)thiazol-4-yl)methoxy)-ethylcarbamate (Example 77) (350 mg) in 1,4-dioxane (3 mL) was treated with 4N HCl in 1,4-dioxane (4 mL). The mixture was stirred overnight, 5 mL of diethyl ether was added, and the precipitated material was isolated by filtration. 1H-NMR (300 MHz, DMSO-d6): 10.85 (bs, 1H), 7.90 (bs, 2H), 7.60 (d, 1H), 7.50 (s, 1H), 7.27 (d, 1H), 6.97 (s, 1H), 4.43 (s, 2H), 4.30 (d, 2H), 3.60 (m, 2H), 2.98 (m, 2H). The reactants are [Li+].[OH-] (LiOH), CCOC(=O)C (EtOAc), C1(CC1)C1=C(C=CC=C1)C=1N=C(SC1)COC1=CC(=C(OCC(=O)OC)C=C1)C (methyl 2-(4-((4-(2-cyclopropylphenyl)thiazol-2-yl)methoxy)-2-methylphenoxy)acetate), Cl (HCl). The solvent is O (H2O), C1CCOC1 (THF). Reaction conditions: time 3 hour. Product: C1(CC1)C1=C(C=CC=C1)C=1N=C(SC1)COC1=CC(=C(OCC(=O)O)C=C1)C (2-(4-((4-(2-cyclopropylphenyl)thiazol-2-yl)methoxy)-2-methylphenoxy)acetic acid). As a reaction SMILES: [CH:1]1([C:4]2[CH:9]=[CH:8][CH:7]=[CH:6][C:5]=2[C:10]2[N:11]=[C:12]([CH2:15][O:16][C:17]3[CH:28]=[CH:27][C:20]([O:21][CH2:22][C:23]([O:25]C)=[O:24])=[C:19]([CH3:29])[CH:18]=3)[S:13][CH:14]=2)[CH2:3][CH2:2]1.[Li+].[OH-].Cl.CCOC(C)=O>C1COCC1.O>[CH:1]1([C:4]2[CH:9]=[CH:8][CH:7]=[CH:6][C:5]=2[C:10]2[N:11]=[C:12]([CH2:15][O:16][C:17]3[CH:28]=[CH:27][C:20]([O:21][CH2:22][C:23]([OH:25])=[O:24])=[C:19]([CH3:29])[CH:18]=3)[S:13][CH:14]=2)[CH2:3][CH2:2]1 |f:1.2|. Reported procedure: The solution of methyl 2-(4-((4-(2-cyclopropylphenyl)thiazol-2-yl)methoxy)-2-methylphenoxy)acetate from Step A is diluted with THF (1 mL), then a solution of 1 M LiOH in H2O (0.2 mL) is added and the mixture is stirred for 3 h at rt. The mixture is acidified with 1 M HCl (0.25 mL), EtOAc (10 mL) is added and the organic layer washed with brine (5 mL). The organic layer is dried (MgSO4), filtered, concentrated and purified on reverse phase HPLC (H2O/MeCN gradient) to afford the title compound B1 ...